From a dataset of the Open Reaction Database (ORD), a public repository of structured organic reaction records. describe an organic reaction: reactants, conditions, products, and yield Reactants: O1CCCC=C1 (3,4-Dihydro-2H-pyran), OCCCCCCC#N (7-hydroxyheptanenitrile). The reagents and catalysts are Cl (hydrochloric acid). The solvent is C1=CC=CC=C1 (benzene). The product is O1C(CCCC1)OCCCCCCC#N (7-(2-tetrahydropyranyloxy)heptanenitrile). Yield: 87.1%. RXN SMILES: [O:1]1[CH:6]=[CH:5][CH2:4][CH2:3][CH2:2]1.[OH:7][CH2:8][CH2:9][CH2:10][CH2:11][CH2:12][CH2:13][C:14]#[N:15]>Cl.C1C=CC=CC=1>[O:1]1[CH2:2][CH2:3][CH2:4][CH2:5][CH:6]1[O:7][CH2:8][CH2:9][CH2:10][CH2:11][CH2:12][CH2:13][C:14]#[N:15]. Procedure details: 3,4-Dihydro-2H-pyran (272 g.) was added dropwise at 40° C. with stirring to a mixture of 7-hydroxyheptanenitrile (284 g.) and concentrated hydrochloric acid (10 drops). The temperature was allowed to rise to 65° C. and was maintained at this level for one hour. The solution was cooled and benzene (500 ml.) was added. The solution was washed with aqueous sodium bicarbonate and then water, and dried over sodium sulphate. The solvent was removed in vacuo, and the residue distilled under reduced pre... Reactants: [H][H] (hydrogen), C(#N)C1=CC=C(C=C1)C1=CC(=C(C=C1)OCCCCCC(=O)OC)[N+](=O)[O-] (4-cyano-4'-(5-methoxycarbonyl-pentyloxy)-3'-nitro-biphenyl). Reagents/catalysts: [Pd] (palladium/charcoal). Solvent: CO (methanol). Product: NC=1C=C(C=CC1OCCCCCC(=O)OC)C1=CC=C(C=C1)C#N (3-Amino-4'-cyano-4-(5-methoxycarbonylpentyloxy)biphenyl). RXN SMILES: [C:1]([C:3]1[CH:8]=[CH:7][C:6]([C:9]2[CH:14]=[CH:13][C:12]([O:15][CH2:16][CH2:17][CH2:18][CH2:19][CH2:20][C:21]([O:23][CH3:24])=[O:22])=[C:11]([N+:25]([O-])=O)[CH:10]=2)=[CH:5][CH:4]=1)#[N:2].[H][H]>CO.[Pd]>[NH2:25][C:11]1[CH:10]=[C:9]([C:6]2[CH:5]=[CH:4][C:3]([C:1]#[N:2])=[CH:8][CH:7]=2)[CH:14]=[CH:13][C:12]=1[O:15][CH2:16][CH2:17][CH2:18][CH2:19][CH2:20][C:21]([O:23][CH3:24])=[O:22]. Procedure: Prepared from 4-cyano-4'-(5-methoxycarbonyl-pentyloxy)-3'-nitro-biphenyl by hydrogenating with hydrogen under 5 bars of pressure in methanol in the presence of 10% palladium/charcoal at ambient temperature. The product is NCc1ccc2nc(CC3CCCCC3)sc2c1. Starting materials: [Al+3], C1CCOC1, N#Cc1ccc2nc(CC3CCCCC3)sc2c1, [H-], [H-], [H-], [H-], [Li+]. RXN SMILES: [Al+3:20].[CH2:25]1[O:26][CH2:27][CH2:28][CH2:29]1.[CH:1]1([CH2:7][c:8]2[s:9][c:10]3[c:11]([n:12]2)[cH:13][cH:14][c:15]([C:17]#[N:18])[cH:16]3)[CH2:2][CH2:3][CH2:4][CH2:5][CH2:6]1.[H-:19].[H-:22].[H-:23].[H-:24].[Li+:21]>>[CH:1]1([CH2:7][c:8]2[s:9][c:10]3[c:11]([n:12]2)[cH:13][cH:14][c:15]([CH2:17][NH2:18])[cH:16]3)[CH2:2][CH2:3][CH2:4][CH2:5][CH2:6]1. Starting materials: CC(C)(C)OC(=O)NCCCC(=O)c1ccccc1, CC(=O)O, CCO, NNC(=O)c1cc(F)ccc1F. The product is CC(C)(C)OC(=O)NCCCC(=NNC(=O)c1cc(F)ccc1F)c1ccccc1. As a reaction SMILES: [C:1]([CH3:2])([CH3:3])([CH3:4])[O:5][C:6]([NH:7][CH2:8][CH2:9][CH2:10][C:11]([c:12]1[cH:13][cH:14][cH:15][cH:16][cH:17]1)=[O:18])=[O:19].[C:32]([OH:33])(=[O:34])[CH3:35].[CH3:36][CH2:37][OH:38].[F:20][c:21]1[c:22]([C:23](=[O:24])[NH:25][NH2:26])[cH:27][c:28]([F:31])[cH:29][cH:30]1>>[C:1]([CH3:2])([CH3:3])([CH3:4])[O:5][C:6]([NH:7][CH2:8][CH2:9][CH2:10][C:11]([c:12]1[cH:13][cH:14][cH:15][cH:16][cH:17]1)=[N:26][NH:25][C:23]([c:22]1[c:21]([F:20])[cH:30][cH:29][c:28]([F:31])[cH:27]1)=[O:24])=[O:19]. Reactants: [BH4-].[Na+] (sodium borohydride), ClC1=C(C=O)C(=CC=C1C1OCCO1)Cl (2,6-dichloro-3-(1,3-dioxolan-2-yl)benzaldehyde), O (water). The solvent is CO (methanol). Conditions: time 1 hour. The product is ClC1=C(C(=CC=C1C1OCCO1)Cl)CO (2,6-dichloro-3-(1,3-dioxolan-2-yl)-1-hydroxymethylbenzene). The yield is 93.8%. RXN SMILES: [Cl:1][C:2]1[C:9]([CH:10]2[O:14][CH2:13][CH2:12][O:11]2)=[CH:8][CH:7]=[C:6]([Cl:15])[C:3]=1[CH:4]=[O:5].[BH4-].[Na+].O>CO>[Cl:1][C:2]1[C:9]([CH:10]2[O:11][CH2:12][CH2:13][O:14]2)=[CH:8][CH:7]=[C:6]([Cl:15])[C:3]=1[CH2:4][OH:5] |f:1.2|. Procedure: To a suspension of 2,6-dichloro-3-(1,3-dioxolan-2-yl)benzaldehyde (3.9 g) in methanol (19.5 ml) was added sodium borohydride (299 mg) under nitrogen atmosphere, and the mixture was stirred for 1 hour under ice-cooling. To the mixture was added water, and the mixture was extracted with ethyl acetate. The extract was washed with water and brine, dried over magnesium sulfate and evaporated in vacuo. The residue was crystallized from diisopropyl ether to give 2,6-dichloro-3-(1,3-dioxolan-2-yl)-1-hyd... The reactants are ClC1=CC=C(C=2C=CC=NC12)S(=O)(=O)O (8-chloro-5-quinolinesulfonic acid), S(=O)(Cl)Cl (thionyl chloride), CN(C=O)C (dimethylformamide). Reaction conditions: time 2 hour. The product is ClC1=CC=C(C=2C=CC=NC12)S(=O)(=O)N1CCNCCC1 (1-(8-chloro-5-quinolinesulfonyl)homopiperazine). Yield: 54.0%. RXN SMILES: [Cl:1][C:2]1[C:11]2[N:10]=[CH:9][CH:8]=[CH:7][C:6]=2[C:5]([S:12]([OH:15])(=[O:14])=O)=[CH:4][CH:3]=1.S(Cl)(Cl)=O.C[N:21]([CH3:24])[CH:22]=O>>[Cl:1][C:2]1[C:11]2[N:10]=[CH:9][CH:8]=[CH:7][C:6]=2[C:5]([S:12]([N:10]2[CH2:9][CH2:8][CH2:24][NH:21][CH2:22][CH2:11]2)(=[O:14])=[O:15])=[CH:4][CH:3]=1. Reported procedure: To 14.2 g of 8-chloro-5-quinolinesulfonic acid were added 142 ml of thionyl chloride and 1.42 ml of dimethylformamide, followed by heating under reflux for 3 hours. Then, the thionyl chloride was removed under reduced pressure and the resultant residue was dissolved in 100 ml of ice water. The pH of the resultant solution was adjusted at 6 with a saturated aqueous sodium hydrogencarbonate solution. The solution was subjected to extraction with 100 ml of dichloromethane. The resultant dichloromet... Starting materials: C(C1=CC=CC=C1)N1CCC(CC1)=O (1-benzyl-4-piperidone), N (ammonia), N1C=CC2=CC(=CC=C12)C(=O)N (1H-indole-5-carboxamide), P(O)(O)(O)=O (phosphoric acid), C(\C=C/C(=O)O)(=O)O (maleic acid). Run in C(C)(=O)O (acetic acid), C(C)(=O)O (acetic acid), CO.CCOCC (methanol ether), C(C)(=O)OCC (Ethyl acetate). Run at time 18 hour. Yields the product C(\C=C/C(=O)O)(=O)O.C1(=CC=CC=C1)CN1CCC(=CC1)C1=CNC2=CC=C(C=C12)C(=O)N (3-[1,2,3,6-Tetrahydro-1-(phenylmethyl)pyridin-4-yl]-1H-indole-5-carboxamide maleate). RXN SMILES: [NH:1]1[C:9]2[C:4](=[CH:5][C:6]([C:10]([NH2:12])=[O:11])=[CH:7][CH:8]=2)[CH:3]=[CH:2]1.P(=O)(O)(O)O.[CH2:18]([N:25]1[CH2:30][CH2:29][C:28](=O)[CH2:27][CH2:26]1)[C:19]1[CH:24]=[CH:23][CH:22]=[CH:21][CH:20]=1.N.[C:33]([OH:40])(=[O:39])/[CH:34]=[CH:35]\[C:36]([OH:38])=[O:37]>C(O)(=O)C.CO.CCOCC.C(OCC)(=O)C>[C:33]([OH:40])(=[O:39])/[CH:34]=[CH:35]\[C:36]([OH:38])=[O:37].[C:19]1([CH2:18][N:25]2[CH2:26][CH:27]=[C:28]([C:3]3[C:4]4[C:9](=[CH:8][CH:7]=[C:6]([C:10]([NH2:12])=[O:11])[CH:5]=4)[NH:1][CH:2]=3)[CH2:29][CH2:30]2)[CH:24]=[CH:23][CH:22]=[CH:21][CH:20]=1 |f:6.7,9.10|. Procedure details: A suspension of 1H-indole-5-carboxamide (0.4 g) in galcial acetic acid (20 ml) was heated to 80°under nitrogen, and the resulting solution was treated with aqueous phosphoric acid (2N; 7 ml). Freshly distilled 1-benzyl-4-piperidone (1.4 g) in glacial acetic acid (5 ml) was added and the reaction mixture was stirred at 70° for 18 h, cooled, and poured into a mixture of ice and 0.88 ammonia solution (50 ml) with ice bath cooling. Ethyl acetate (50 ml) was added and the layers were separated. The a... Reactants: S(=O)(=O)(C1=CC=C(C)C=C1)OCC12C3=CC=CC=C3C(C=3C=CC=CC13)C2 (9-tosyloxymethyl-9,10-dihydro-9,10-methanoanthracene), [O-]C#N.[K+] (potassium cyanate). The solvent is CN(C=O)C (dimethylformamide), O (water). Run at temperature 150 celsius. Product: C1=CC=CC=2C3C4=CC=CC=C4C(C12)(C3)CC#N ((9,10-dihydro-9,10-methano-9-anthryl)acetonitrile). Reaction SMILES: S(O[CH2:12][C:13]12[CH2:27][CH:20]([C:21]3[CH:22]=[CH:23][CH:24]=[CH:25][C:26]=31)[C:19]1[C:14]2=[CH:15][CH:16]=[CH:17][CH:18]=1)(C1C=CC(C)=CC=1)(=O)=O.[O-][C:29]#[N:30].[K+]>CN(C)C=O.O>[CH:15]1[C:14]2[C:13]3([CH2:12][C:29]#[N:30])[CH2:27][CH:20]([C:21]4[C:26]3=[CH:25][CH:24]=[CH:23][CH:22]=4)[C:19]=2[CH:18]=[CH:17][CH:16]=1 |f:1.2|. Procedure: A mixture of 9-tosyloxymethyl-9,10-dihydro-9,10-methanoanthracene (188 mg) and potassium cyanate (40 mg) in dimethylformamide (2 ml) was heated at 150° C. for 7 hours. The reaction mixture was diluted with water and extracted with benzene. The benzene extract was washed with water, dried over anhydrous sodium sulfate and evaporated to dryness to give crude crystals of (9,10-dihydro-9,10-methano-9-anthryl)acetonitrile, which was recrystallized from isopropanol to give pure crystals. M.P. 130°-131... The reactants are OC[C@@H]1N(C2CC2C1)C(=O)OC(C)(C)C ((3R)-tert-butyl 3-(hydroxymethyl)-2-azabicyclo[3.1.0]hexane-2-carboxylate), CC#N.C(Cl)(Cl)(Cl)Cl.O (MeCN CCl4 H2O), I(=O)(=O)(=O)[O-].[Na+] (sodium periodate). The reagents and catalysts are [Ru](Cl)(Cl)Cl (Ruthenium trichloride). Reaction conditions: time 18 hour. Yields the product C(C)(C)(C)OC(=O)N1C2CC2CC1C(=O)O (2-(tert-butoxycarbonyl)-2-azabicyclo[3.1.0]hexane-3-carboxylic acid). Isolated yield 46.1%. As a reaction SMILES: [OH:1][CH2:2][C@H:3]1[CH2:8][CH:7]2[CH:5]([CH2:6]2)[N:4]1[C:9]([O:11][C:12]([CH3:15])([CH3:14])[CH3:13])=[O:10].CC#N.C(Cl)(Cl)(Cl)Cl.O.I([O-])(=O)(=O)=[O:26].[Na+]>[Ru](Cl)(Cl)Cl>[C:12]([O:11][C:9]([N:4]1[CH:3]([C:2]([OH:26])=[O:1])[CH2:8][CH:7]2[CH:5]1[CH2:6]2)=[O:10])([CH3:15])([CH3:14])[CH3:13] |f:1.2.3,4.5|. Reported procedure: To a solution of (3R)-tert-butyl 3-(hydroxymethyl)-2-azabicyclo[3.1.0]hexane-2-carboxylate (D32) (440 mg, 2.06 mmol) in a mixture MeCN/CCl4/H2O (6/6/9 ml), sodium periodate (1.76 g, 8.25 mmol) was added and the reaction stirred vigorously for 5 min before addition of Ruthenium trichloride (12.8 mg, 0.062 mmol). The resulting solution was stirred 18 hrs at RT then quenched by addition of isopropanol (6 ml). The resulting black mixture was diluted with Et2O (50 ml) and filtered through a celite pa...